Dataset: the Open Reaction Database (ORD), a public repository of structured organic reaction records. Task: describe an organic reaction: reactants, conditions, products, and yield Reactants: [Ag+2], ClCCCCBr, O=C([O-])[O-], Cc1ccccc1, Cc1cc(O)cc(-c2ccc(F)cc2)n1. Yields the product Cc1cc(OCCCCCl)cc(-c2ccc(F)cc2)n1. As a reaction SMILES: [Ag+2:26].[Br:16][CH2:17][CH2:18][CH2:19][CH2:20][Cl:21].[C:22](=[O:23])([O-:24])[O-:25].[CH3:27][c:28]1[cH:29][cH:30][cH:31][cH:32][cH:33]1.[F:1][c:2]1[cH:3][cH:4][c:5](-[c:8]2[n:9][c:10]([CH3:15])[cH:11][c:12]([OH:14])[cH:13]2)[cH:6][cH:7]1>>[F:1][c:2]1[cH:3][cH:4][c:5](-[c:8]2[n:9][c:10]([CH3:15])[cH:11][c:12]([O:14][CH2:17][CH2:18][CH2:19][CH2:20][Cl:21])[cH:13]2)[cH:6][cH:7]1. The reactants are [H-].[Na+] (NaH), C(C1=CC=CC=C1)OCC(CC=C)O (1-(benzyloxy)pent-4-en-2-ol), C(C=C)Br (Allyl bromide). The solvent is C1CCOC1 (THF). The product is C(C=C)OC(COCC1=CC=CC=C1)CC=C (((2-(allyloxy)pent-4-enyloxy)methyl)benzene). RXN SMILES: [H-].[Na+].[CH2:3]([O:10][CH2:11][CH:12]([OH:16])[CH2:13][CH:14]=[CH2:15])[C:4]1[CH:9]=[CH:8][CH:7]=[CH:6][CH:5]=1.[CH2:17](Br)[CH:18]=[CH2:19]>C1COCC1>[CH2:19]([O:16][CH:12]([CH2:13][CH:14]=[CH2:15])[CH2:11][O:10][CH2:3][C:4]1[CH:9]=[CH:8][CH:7]=[CH:6][CH:5]=1)[CH:18]=[CH2:17] |f:0.1|. Reported procedure: NaH (4.8 g, 120 mmol) was added portion wise to a stirred solution of 1-(benzyloxy)pent-4-en-2-ol (11) (15.3 g, 79.6 mmol) in THF (100 mL) at 0° C. After addition, the mixture was warmed to room temperature and stirred for another hour before it was cooled to 0° C. Allyl bromide (9 mL, 103.5 mmol) was added to the reaction and the resulting mixture was warmed to room temperature and then heated to 50° C. overnight. After cooling to room temperature, the mixture was quenched with saturated NH4Cl ... Reactants: CNC=1C(C(=O)OC)=CC=CC1 (methyl N-methylanthranilate), [OH-].[Na+] (sodium hydroxide), BrCC(=O)Br (bromoacetyl bromide). Solvent: ClCCl (dichloromethane), O (water), ClCCl (dichloromethane). Conditions: time 20 hour. The product is BrCC(=O)N(C)C1=C(C(=O)OC)C=CC=C1 (Methyl 2-(N-bromoacetyl-N-methylamino)benzoate). The yield is 87.6%. As a reaction SMILES: [Br:1][CH2:2][C:3](Br)=[O:4].[CH3:6][NH:7][C:8]1[C:9](=[CH:14][CH:15]=[CH:16][CH:17]=1)[C:10]([O:12][CH3:13])=[O:11].[OH-].[Na+]>ClCCl.O>[Br:1][CH2:2][C:3]([N:7]([C:8]1[CH:17]=[CH:16][CH:15]=[CH:14][C:9]=1[C:10]([O:12][CH3:13])=[O:11])[CH3:6])=[O:4] |f:2.3|. Procedure details: A solution of bromoacetyl bromide (209 g) in dichloromethane (200 ml) was added dropwise to a cooled (ice bath) solution of methyl N-methylanthranilate (168 g) in dichloromethane (1.41). A solution of sodium hydroxide (59 g) in water (400 ml) was added dropwise and the reaction mixture was stirred at room temperature for 20 h. The organic phase was separated and washed with 1M hydrochloric acid (500 ml), brine (300 ml), saturated sodium hydrogen carbonate solution (400 ml), dried (Na2SO4) then e... Reactants: O1C(=CC=C1)C(/C=N/O)=O ((E)-2-(furan-2-yl)-2-oxoacetaldehyde oxime), C1(=CC=C(C=C1)S(=O)(=O)O)C.NC(C#N)C#N (aminomalononitrile p-toluenesulfonate). Solvent: CC(C)O (2-Propanol). Conditions: time 70 hour. The product is NC1=[N+](C=C(N=C1C#N)C=1OC=CC1)[O-] (2-amino-3-cyano-5-(furan-2-yl)pyrazine 1-oxide). The yield is 92.0%. RXN SMILES: [O:1]1[CH:5]=[CH:4][CH:3]=[C:2]1[C:6](=O)/[CH:7]=[N:8]/[OH:9].C1(C)C=CC(S(O)(=O)=O)=CC=1.[NH2:22][CH:23]([C:26]#[N:27])[C:24]#[N:25]>CC(O)C>[NH2:27][C:26]1[C:23]([C:24]#[N:25])=[N:22][C:6]([C:2]2[O:1][CH:5]=[CH:4][CH:3]=2)=[CH:7][N+:8]=1[O-:9] |f:1.2|. Procedure details: A mixture of (E)-2-(furan-2-yl)-2-oxoacetaldehyde oxime 54 (2.52 g, 18.12 mmol) and aminomalononitrile p-toluenesulfonate (4.59 g, 18.12 mmol) in 2-Propanol (35 mL) was stirred at rt for 70 h. Cooled down with ice bad with stirring. The resulting precipitate was collected by filtration, washed with 2-propanol and dried to give 2-amino-3-cyano-5-(furan-2-yl)pyrazine 1-oxide 55 (3.37 g, 92%). NMR (400 MHz, DMSO-d6) 6.65 (m, 1H), 7.10 (m, 1H), 7.83 (m, 1H), 8.09 (br s, 2H), 8.87 (s, 1H). The reactants are CN[C@@H]1CC[C@H](CC1)C#CCO (trans-3-(4-Methylamino-cyclohexyl)-prop-2-yn-1-ol), BrC=1C=CC(=NC1)F (5-bromo-2-fluoropyridine), C(C)N(C(C)C)C(C)C (N-ethyldiisopropylamine), [Na+].[I-] (NaI). Solvent: CN(C)C=O (DMF). Run at temperature 120 celsius. Product: BrC=1C=CC(=NC1)N([C@@H]1CC[C@H](CC1)C#CCO)C (trans-3-{4-[(5-Bromo-pyridin-2-yl)-methyl-amino]-cyclohexyl}-prop-2-yn-1-ol). Yield: 44.1%. As a reaction SMILES: [CH3:1][NH:2][C@H:3]1[CH2:8][CH2:7][C@H:6]([C:9]#[C:10][CH2:11][OH:12])[CH2:5][CH2:4]1.[Br:13][C:14]1[CH:15]=[CH:16][C:17](F)=[N:18][CH:19]=1.C(N(C(C)C)C(C)C)C.[Na+].[I-]>CN(C=O)C>[Br:13][C:14]1[CH:15]=[CH:16][C:17]([N:2]([CH3:1])[C@H:3]2[CH2:4][CH2:5][C@H:6]([C:9]#[C:10][CH2:11][OH:12])[CH2:7][CH2:8]2)=[N:18][CH:19]=1 |f:3.4|. Reported procedure: A mixture of 0.67 g (4 mmol) trans-3-(4-Methylamino-cyclohexyl)-prop-2-yn-1-ol, 1.24 ml (12 mmol) of 5-bromo-2-fluoropyridine and 1.76 ml (13.6 mmol) N-ethyldiisopropylamine was heated for 3 h at 80° C. and 24 h at 120° C. The mixture was diluted with 1 ml DMF, treated with a catalytic amount of NaI and heated for 2 days at 120° C. The reaction was cooled, evaporated and partitioned between aqueous saturated NaHCO3/Et2O (3×). The organic phases were washed with aqueous 10% NaCl, dried (NaSO4) an... Starting materials: NC=1C(=C(C2=C(N(C(N(C2=O)C)=O)C)N1)C1=C(C=CC(=C1)F)OC)C#N (7-amino-5-(5-fluoro-2-methoxyphenyl)-1,3-dimethyl-2,4-dioxo-1,2,3,4-tetrahydropyrido[2,3-d]pyrimidine-6-carbonitrile), C25H24FN5O3, BrCC1=C(C=CC=C1)C(F)(F)F (1-(bromomethyl)-2-(trifluoromethyl)benzene), NCC1=C(C2=C(N(C(N(C2=O)C)=O)C)N=C1NCC1=CC2=CC=CC=C2C=C1)C1=C(C=CC(=C1)F)OC (6-(aminomethyl)-5-(5-fluoro-2-methoxyphenyl)-1,3-dimethyl-7-(naphthalen-2-ylmethylamino)pyrido[2,3-d]pyrimidine-2,4(1H,3H)-dione). Yields the product NCC1=C(C2=C(N(C(N(C2=O)C)=O)C)N=C1NCC1=C(C=CC=C1)C(F)(F)F)C1=C(C=CC(=C1)F)OC (6-(Aminomethyl)-5-(5-fluoro-2-methoxyphenyl)-1,3-dimethyl-7-(2-(trifluoromethyl)benzylamino)pyrido[2,3-d]pyrimidine-2,4(1H,3H)-dione). RXN SMILES: [NH2:1][C:2]1[C:3]([C:25]#[N:26])=[C:4]([C:16]2[CH:21]=[C:20]([F:22])[CH:19]=[CH:18][C:17]=2[O:23][CH3:24])[C:5]2[C:10](=[O:11])[N:9]([CH3:12])[C:8](=[O:13])[N:7]([CH3:14])[C:6]=2[N:15]=1.Br[CH2:28][C:29]1[CH:34]=[CH:33][CH:32]=[CH:31][C:30]=1[C:35]([F:38])([F:37])[F:36].NCC1C(NCC2C=CC3C(=CC=CC=3)C=2)=NC2N(C)C(=O)N(C)C(=O)C=2C=1C1C=C(F)C=CC=1OC>>[NH2:26][CH2:25][C:3]1[C:2]([NH:1][CH2:28][C:29]2[CH:34]=[CH:33][CH:32]=[CH:31][C:30]=2[C:35]([F:36])([F:37])[F:38])=[N:15][C:6]2[N:7]([CH3:14])[C:8](=[O:13])[N:9]([CH3:12])[C:10](=[O:11])[C:5]=2[C:4]=1[C:16]1[CH:21]=[C:20]([F:22])[CH:19]=[CH:18][C:17]=1[O:23][CH3:24]. Procedure details: The synthesis of title compounds started from Compound 70a and 1-(bromomethyl)-2-(trifluoromethyl)benzene, according to procedures described in the synthesis of Compound 70. MS [m+H] calc'd C25H24FN5O3 518; found 518. Starting materials: OO (hydrogen peroxide), Cl (hydrochloric acid), FC(C1=CC=C(C=C1)SC=1C=C(COC2=CC=C(C=C2)[C@H](CC(=O)N2C(OC[C@@H]2CC2=CC=CC=C2)=O)C2=NOC=C2)C=CC1)(F)F ((S)-3-((S)-3-(4-(3-(4-(Trifluoromethyl)phenylthio)benzyloxy)-phenyl)-3-(isoxazol-3-yl)propanoyl)-4-benzyloxazolidin-2-one), C1CCOC1 (THF), [Li+].[OH-] (LiOH). Solvent: O (water). Conditions: time 5 hour. The product is FC(C1=CC=C(C=C1)SC=1C=C(COC2=CC=C(C=C2)[C@H](CC(=O)O)C2=NOC=C2)C=CC1)(F)F ((S)-3-(4-(3-(4-(Trifluoromethyl)phenylthio)benzyloxy)phenyl)-3-(isoxazol-3-yl)propanoic acid). Reaction SMILES: [F:1][C:2]([F:47])([F:46])[C:3]1[CH:8]=[CH:7][C:6]([S:9][C:10]2[CH:11]=[C:12]([CH:43]=[CH:44][CH:45]=2)[CH2:13][O:14][C:15]2[CH:20]=[CH:19][C:18]([C@@H:21]([C:38]3[CH:42]=[CH:41][O:40][N:39]=3)[CH2:22]C(N3[C@@H](CC4C=CC=CC=4)COC3=O)=O)=[CH:17][CH:16]=2)=[CH:5][CH:4]=1.[OH:48]O.[Li+].[OH-].Cl.C1[CH2:57][O:56]CC1>O>[F:1][C:2]([F:47])([F:46])[C:3]1[CH:4]=[CH:5][C:6]([S:9][C:10]2[CH:11]=[C:12]([CH:43]=[CH:44][CH:45]=2)[CH2:13][O:14][C:15]2[CH:20]=[CH:19][C:18]([C@@H:21]([C:38]3[CH:42]=[CH:41][O:40][N:39]=3)[CH2:22][C:57]([OH:56])=[O:48])=[CH:17][CH:16]=2)=[CH:7][CH:8]=1 |f:2.3|. Reported procedure: To a solution of the oxazolidinone (31.4) (73.0 mg, 0.111 mmol) dissolved in THF (11 mL), was added a 30% hydrogen peroxide solution (125 μL, 1.11 mmol) followed by a 2 M LiOH solution (277 μL, 0.555 mmol). The resulting slurry was stirred for five hours. The reaction mixture was diluted with water and acidified with hydrochloric acid to a pH of 3. The mixture was then extracted with EtOAc (3×30 mL), and the organic layer was washed with an acidic sodium sulfite solution (1×30 mL) and brine (1×3...